This data is from the Open Reaction Database (ORD), a public repository of structured organic reaction records. The task is: describe an organic reaction: reactants, conditions, products, and yield Reactants: ClC1=C(C(=NC2=CN=CC=C12)C1=CC(=CC(=C1)F)F)C (4-chloro-2-(3,5-difluorophenyl)-3-methyl-1,7-naphthyridine), O1CCN(CC1)C=1C=C2C(=NC1)C1(CN2)CCOCC1 (6′-morpholino-1′,2,2′,3,5,6-hexahydrospiro[pyran-4,3′-pyrrolo[3,2-b]pyridine]), CC(C)([O-])C.[Na+] (sodium tert-butoxide). Reagents/catalysts: CC(C)C1=CC(=C(C(=C1)C(C)C)C2=CC=CC=C2P(C3CCCCC3)C4CCCCC4)C(C)C.C1=CC=C([C-]=C1)CCN.Cl[Pd+] (XPhos precatalyst). Run in C1(=CC=CC=C1)C (toluene). Product: FC=1C=C(C=C(C1)F)C1=NC2=CN=CC=C2C(=C1C)N1CC2(C3=NC=C(C=C31)N3CCOCC3)CCOCC2 (1′-(2-(3,5-difluorophenyl)-3-methyl-1,7-naphthyridin-4-yl)-6′-(4-morpholinyl)-1′,2,2′,3,5,6-hexahydrospiro[pyran-4,3′-pyrrolo[3,2-b]-pyridine]). Reaction SMILES: Cl[C:2]1[C:11]2[C:6](=[CH:7][N:8]=[CH:9][CH:10]=2)[N:5]=[C:4]([C:12]2[CH:17]=[C:16]([F:18])[CH:15]=[C:14]([F:19])[CH:13]=2)[C:3]=1[CH3:20].[O:21]1[CH2:26][CH2:25][N:24]([C:27]2[CH:28]=[C:29]3[NH:35][CH2:34][C:33]4([CH2:40][CH2:39][O:38][CH2:37][CH2:36]4)[C:30]3=[N:31][CH:32]=2)[CH2:23][CH2:22]1.CC(C)([O-])C.[Na+]>CC(C1C=C(C(C)C)C(C2C(P(C3CCCCC3)C3CCCCC3)=CC=CC=2)=C(C(C)C)C=1)C.C1C=[C-]C(CCN)=CC=1.Cl[Pd+].C1(C)C=CC=CC=1>[F:19][C:14]1[CH:13]=[C:12]([C:4]2[C:3]([CH3:20])=[C:2]([N:35]3[C:29]4[C:30](=[N:31][CH:32]=[C:27]([N:24]5[CH2:25][CH2:26][O:21][CH2:22][CH2:23]5)[CH:28]=4)[C:33]4([CH2:40][CH2:39][O:38][CH2:37][CH2:36]4)[CH2:34]3)[C:11]3[C:6](=[CH:7][N:8]=[CH:9][CH:10]=3)[N:5]=2)[CH:17]=[C:16]([F:18])[CH:15]=1 |f:2.3,4.5.6|. Procedure details: Prepared according to procedure Y using 4-chloro-2-(3,5-difluorophenyl)-3-methyl-1,7-naphthyridine (40 mg, 0.138 mmol), 6′-morpholino-1′,2,2′,3,5,6-hexahydrospiro[pyran-4,3′-pyrrolo[3,2-b]pyridine] (37.9 mg, 0.138 mmol), sodium tert-butoxide (26.4 mg, 0.275 mmol) and XPhos precatalyst (10.4 mg, 0.014 mmol) in toluene (4 mL) at 110° C. for 2 h. Purification by reverse phase HPLC (10 to 50% acetonitrile in water) gave 1′-(2-(3,5-difluorophenyl)-3-methyl-1,7-naphthyridin-4-yl)-6′-(4-morpholinyl)-1′...